Dataset: the Open Reaction Database (ORD), a public repository of structured organic reaction records. Task: describe an organic reaction: reactants, conditions, products, and yield Starting materials: Brc1cc(OCC2CC2)ccn1, CCCC[Sn](Cl)(CCCC)CCCC, C1CCOC1, CC(C)[Mg+], [Cl-], [Cl-], [Li+]. The product is CCCC[Sn](CCCC)(CCCC)c1cc(OCC2CC2)ccn1. As a reaction SMILES: [Br:1][c:2]1[n:3][cH:4][cH:5][c:6]([O:8][CH2:9][CH:10]2[CH2:11][CH2:12]2)[cH:7]1.[CH2:20]([CH2:21][CH2:22][CH3:23])[Sn:24]([CH2:25][CH2:26][CH2:27][CH3:28])([CH2:29][CH2:30][CH2:31][CH3:32])[Cl:33].[CH2:34]1[O:35][CH2:36][CH2:37][CH2:38]1.[CH:16]([Mg+:17])([CH3:18])[CH3:19].[Cl-:13].[Cl-:15].[Li+:14]>>[c:2]1([Sn:24]([CH2:20][CH2:21][CH2:22][CH3:23])([CH2:25][CH2:26][CH2:27][CH3:28])[CH2:29][CH2:30][CH2:31][CH3:32])[n:3][cH:4][cH:5][c:6]([O:8][CH2:9][CH:10]2[CH2:11][CH2:12]2)[cH:7]1.